Dataset: the Open Reaction Database (ORD), a public repository of structured organic reaction records. Task: describe an organic reaction: reactants, conditions, products, and yield The reactants are BrC=1C=C2C(CC(OC2=CC1)(C)C)(C)C (6-bromo-2,2,4,4-tetramethyl chroman), C(CCC)[Sn](C(=C)OCC)(CCCC)CCCC (tributyl(1-ethoxyvinyl)tin), Cl (hydrochloric acid). The reagents and catalysts are Cl[Pd]([P](C1=CC=CC=C1)(C2=CC=CC=C2)C3=CC=CC=C3)([P](C4=CC=CC=C4)(C5=CC=CC=C5)C6=CC=CC=C6)Cl (dichlorobis(triphenylphosphine)palladium(II)). Solvent: CCCCCC (hexane), C(C)(=O)OCC (ethyl acetate), C(C)(=O)OCC (ethyl acetate). Reaction conditions: temperature 80 celsius, time 30 minute. Yields the product C(C)(=O)C=1C=C2C(CC(OC2=CC1)(C)C)(C)C (6-Acetyl-2,2,4,4-tetramethyl chroman). The yield is 46.0%. RXN SMILES: Br[C:2]1[CH:3]=[C:4]2[C:9](=[CH:10][CH:11]=1)[O:8][C:7]([CH3:13])([CH3:12])[CH2:6][C:5]2([CH3:15])[CH3:14].C([Sn](CCCC)(CCCC)[C:21]([O:23]CC)=[CH2:22])CCC.Cl>C(OCC)(=O)C.CCCCCC.Cl[Pd](Cl)([P](C1C=CC=CC=1)(C1C=CC=CC=1)C1C=CC=CC=1)[P](C1C=CC=CC=1)(C1C=CC=CC=1)C1C=CC=CC=1>[C:21]([C:2]1[CH:3]=[C:4]2[C:9](=[CH:10][CH:11]=1)[O:8][C:7]([CH3:13])([CH3:12])[CH2:6][C:5]2([CH3:15])[CH3:14])(=[O:23])[CH3:22] |^1:49,68|. Procedure details: A solution of 6-bromo-2,2,4,4-tetramethyl chroman (see U.S. Pat. No. 6,252,090, 0.9 g, 3.34 mmol) in anhydrous tetrahydrofuran (50 mL) was sparged with argon for 5 min. and treated with dichlorobis(triphenylphosphine)palladium(II) (0.117 g, 0.167 mmol) followed by tributyl(1-ethoxyvinyl)tin (2.41 g, 6.7 mmol). The resulting reaction mixture was heated at 80° C. under argon for 18 h. The reaction mixture was then cooled to ambient temperature and treated with 10% aqueous hydrochloric acid (5 mL) ... The reactants are CCOC(C)=O, CCCCCC, Cc1c(NC(=O)CC(C)(C)C)c(C)c2c(c1C(O)c1ccc(C(C)C)cc1)OCC2c1ccc(C(C)C)cc1. The product is Cc1c(Cc2ccc(C(C)C)cc2)c2c(c(C)c1NC(=O)CC(C)(C)C)C(c1ccc(C(C)C)cc1)CO2. As a reaction SMILES: [C:40]([O:41][CH2:42][CH3:43])(=[O:44])[CH3:45].[CH3:46][CH2:47][CH2:48][CH2:49][CH2:50][CH3:51].[OH:1][CH:2]([c:3]1[c:4]([CH3:30])[c:5]([NH:22][C:23]([CH2:24][C:25]([CH3:26])([CH3:27])[CH3:28])=[O:29])[c:6]([CH3:21])[c:7]2[c:11]1[O:10][CH2:9][CH:8]2[c:12]1[cH:13][cH:14][c:15]([CH:18]([CH3:19])[CH3:20])[cH:16][cH:17]1)[c:31]1[cH:32][cH:33][c:34]([CH:37]([CH3:38])[CH3:39])[cH:35][cH:36]1>>[CH2:2]([c:3]1[c:4]([CH3:30])[c:5]([NH:22][C:23]([CH2:24][C:25]([CH3:26])([CH3:27])[CH3:28])=[O:29])[c:6]([CH3:21])[c:7]2[c:11]1[O:10][CH2:9][CH:8]2[c:12]1[cH:13][cH:14][c:15]([CH:18]([CH3:19])[CH3:20])[cH:16][cH:17]1)[c:31]1[cH:32][cH:33][c:34]([CH:37]([CH3:38])[CH3:39])[cH:35][cH:36]1. Starting materials: C(C1=CC=CC=C1)OC1=C(C=CC=C1)CCOC(CC(=O)C)=O (2-(benzyloxyphenyl)ethylacetoacetate), N\C(=C/C(=O)OC)\C (methyl β-aminocrotonate), [N+](=O)([O-])C=1C=C(C=O)C=CC1 (3-nitrobenzaldehyde), C(C)O (ethanol). Yields the product CC=1NC(=C(C(C1C(=O)OC)C1=CC(=CC=C1)[N+](=O)[O-])C(=O)OCCC1=CC=C(C=C1)O)C (2,6-dimethyl-3-methoxycarbonyl-4-(3-nitrophenyl)-5-[2-(4-hydroxyphenyl)ethoxycarbonyl]-1,4-dihydropyridine). RXN SMILES: C(O[C:9]1[CH:14]=[CH:13][CH:12]=[CH:11][C:10]=1[CH2:15][CH2:16][O:17][C:18](=[O:23])[CH2:19][C:20]([CH3:22])=O)C1C=CC=CC=1.[NH2:24]/[C:25](/[CH3:31])=[CH:26]\[C:27]([O:29][CH3:30])=[O:28].[N+:32]([C:35]1[CH:36]=[C:37]([CH:40]=[CH:41][CH:42]=1)[CH:38]=O)([O-:34])=[O:33].C([OH:45])C>>[CH3:31][C:25]1[NH:24][C:20]([CH3:22])=[C:19]([C:18]([O:17][CH2:16][CH2:15][C:10]2[CH:11]=[CH:12][C:13]([OH:45])=[CH:14][CH:9]=2)=[O:23])[CH:38]([C:37]2[CH:40]=[CH:41][CH:42]=[C:35]([N+:32]([O-:34])=[O:33])[CH:36]=2)[C:26]=1[C:27]([O:29][CH3:30])=[O:28]. Procedure: Similarly, 30 g of 2-[4-(t-butoxycarbonylamino)phenyl)ethylacetate (9), 11.5 g of methyl β-aminocrotonate, and 15.1 g of 3-nitrobenzaldehyde in 200 mL of ethanol was heated at reflux for 12 h. The solvent was removed under reduced pressure and the residue of crude 1,6-dimethyl-3-methoxycarbonyl-4-(3-nitrophenyl)-5-[2-(4-t-butoxycarbonylaminophenyl)ethoxycarbonyl]-1,4-dihydropyridine dissolved in 100 mL of dichloromethane and 100 mL of formic acid. The mixture was heated on a steam bath for 20 mi... Starting materials: Cl (HCl), ClC1=NC2=CC=CC=C2C(=N1)NC1=CC=CC=C1 (2-chloro-4-phenylamino-quinazoline), NC1=CC=C(C=C1)N1CCCCC1 (N-(4-aminophenyl)-piperidine). Run in O1CCOCC1 (dioxane), C(C)(C)O (isopropanol). Product: Cl.Cl.N1(CCCCC1)C1=CC=C(C=C1)NC1=NC2=CC=CC=C2C(=N1)NC1=CC=CC=C1 (2-[4-(piperidin-1-yl)-phenylamino]-4-phenylamino-quinazoline dihydrochloride), ( A1 ). RXN SMILES: [Cl:1][C:2]1[N:11]=[C:10]([NH:12][C:13]2[CH:18]=[CH:17][CH:16]=[CH:15][CH:14]=2)[C:9]2[C:4](=[CH:5][CH:6]=[CH:7][CH:8]=2)[N:3]=1.[NH2:19][C:20]1[CH:25]=[CH:24][C:23]([N:26]2[CH2:31][CH2:30][CH2:29][CH2:28][CH2:27]2)=[CH:22][CH:21]=1.[ClH:32]>C(O)(C)C.O1CCOCC1>[ClH:1].[ClH:32].[N:26]1([C:23]2[CH:22]=[CH:21][C:20]([NH:19][C:2]3[N:11]=[C:10]([NH:12][C:13]4[CH:18]=[CH:17][CH:16]=[CH:15][CH:14]=4)[C:9]4[C:4](=[CH:5][CH:6]=[CH:7][CH:8]=4)[N:3]=3)=[CH:25][CH:24]=2)[CH2:31][CH2:30][CH2:29][CH2:28][CH2:27]1 |f:5.6.7|. Procedure: A mixture of 2-chloro-4-phenylamino-quinazoline (0.18 g) and N-(4-aminophenyl)-piperidine (0.164 g) is heated for 3 min to produce a melt which is dissolved in isopropanol (4 ml). 4 N HCl in dioxane (1 ml) is added. Recrystallization from ethanol and diethylether yields 2-[4-(piperidin-1-yl)-phenylamino]-4-phenylamino-quinazoline dihydrochloride, Rf (A1) 0.64, FAB-MS: (M+H)+=396. m.p.: (decomposition). Starting materials: NC1=C(N=C(S1)C1=C(C=C(C=C1F)C(C)(C)O)F)C(=O)N (5-Amino-2-[2,6-difluoro-4-(1-hydroxy-1-methylethyl)phenyl]-1,3-thiazole-4-carboxamide), C([O-])([O-])=O.[K+].[K+] (potassium carbonate), C(C)(C)(CC)O (tert-amyl alcohol), ClC1=CC=C(C(=N1)C)C(C)(C)O (2-(6-Chloro-2-methylpyridin-3-yl)propan-2-ol), CC(C)C1=CC(=C(C(=C1)C(C)C)C2=C(C=CC=C2)P(C3CCCCC3)C4CCCCC4)C(C)C (X-PHOS). Reagents/catalysts: C=1C=CC(=CC1)/C=C/C(=O)/C=C/C2=CC=CC=C2.C=1C=CC(=CC1)/C=C/C(=O)/C=C/C2=CC=CC=C2.C=1C=CC(=CC1)/C=C/C(=O)/C=C/C2=CC=CC=C2.[Pd].[Pd] (Pd2(dba)3). Yields the product FC1=C(C(=CC(=C1)C(C)(C)O)F)C=1SC(=C(N1)C(=O)N)NC1=NC(=C(C=C1)C(C)(C)O)C (2-[2,6-Difluoro-4-(1-hydroxy-1-methylethyl)phenyl]-5-{[5-(1-hydroxy-1-methylethyl)-6-methylpyridin-2-yl]amino}-1,3-thiazole-4-carboxamide). RXN SMILES: [NH2:1][C:2]1[S:6][C:5]([C:7]2[C:12]([F:13])=[CH:11][C:10]([C:14]([OH:17])([CH3:16])[CH3:15])=[CH:9][C:8]=2[F:18])=[N:4][C:3]=1[C:19]([NH2:21])=[O:20].Cl[C:23]1[N:28]=[C:27]([CH3:29])[C:26]([C:30]([OH:33])([CH3:32])[CH3:31])=[CH:25][CH:24]=1.CC(C1C=C(C(C)C)C(C2C=CC=CC=2P(C2CCCCC2)C2CCCCC2)=C(C(C)C)C=1)C.C(=O)([O-])[O-].[K+].[K+].C(O)(CC)(C)C>C1C=CC(/C=C/C(/C=C/C2C=CC=CC=2)=O)=CC=1.C1C=CC(/C=C/C(/C=C/C2C=CC=CC=2)=O)=CC=1.C1C=CC(/C=C/C(/C=C/C2C=CC=CC=2)=O)=CC=1.[Pd].[Pd]>[F:13][C:12]1[CH:11]=[C:10]([C:14]([OH:17])([CH3:16])[CH3:15])[CH:9]=[C:8]([F:18])[C:7]=1[C:5]1[S:6][C:2]([NH:1][C:23]2[CH:24]=[CH:25][C:26]([C:30]([OH:33])([CH3:31])[CH3:32])=[C:27]([CH3:29])[N:28]=2)=[C:3]([C:19]([NH2:21])=[O:20])[N:4]=1 |f:3.4.5,7.8.9.10.11|. Procedure details: The title compound was prepared as described in Example 15, Step 7 using 5-amino-2-[2,6-difluoro-4-(1-hydroxy-1-methylethyl)phenyl]-1,3-thiazole-4-carboxamide (Example 15, Step 5) (150 mg, 0.48 mmol), 2-(6-chloro-2-methylpyridin-3-yl)propan-2-ol (Example 13, Step 1) (89 mg, 0.48 mmol), Pd2(dba)3 (44 mg, 0.048 mmol), X-PHOS (114 mg, 0.24 mmol), potassium carbonate (66 mg, 0.48 mmol), and tert-amyl alcohol (0.96 ml) as starting materials. 1H NMR (500 MHz, d6-DMSO) δ 11.23 (s, 1H), 7.75 (d, 1H), 7....